Dataset: the Open Reaction Database (ORD), a public repository of structured organic reaction records. Task: describe an organic reaction: reactants, conditions, products, and yield Reactants: CC(C)(C)OC(=O)NC1CCCCN(C(=O)C(C)(C)C)C1=O, O=C(OC(Cl)(Cl)Cl)OC(Cl)(Cl)Cl, Nc1cc(N2CCNCC2)c2ccc(Cl)cc2n1, O=C(O)C(F)(F)F, [Na+], O=C([O-])O. Product: CC(C)(C)C(=O)N1CCCCC(NC(=O)N2CCN(c3cc(N)nc4cc(Cl)ccc34)CC2)C1=O. RXN SMILES: [CH3:1][C:2]([O:3][C:6]([NH:7][CH:8]1[C:9](=[O:21])[N:10]([C:15]([C:16]([CH3:17])([CH3:18])[CH3:19])=[O:20])[CH2:11][CH2:12][CH2:13][CH2:14]1)=[O:22])([CH3:4])[CH3:5].[Cl:30][C:31]([Cl:32])([O:33][C:34](=[O:35])[O:36][C:37]([Cl:38])([Cl:39])[Cl:40])[Cl:41].[Cl:47][c:48]1[cH:49][cH:50][c:51]2[c:52]([N:59]3[CH2:60][CH2:61][NH:62][CH2:63][CH2:64]3)[cH:53][c:54]([NH2:58])[n:55][c:56]2[cH:57]1.[F:23][C:24]([F:25])([F:26])[C:27]([OH:28])=[O:29].[Na+:46].[O-:42][C:43]([OH:44])=[O:45]>>[C:6]([NH:7][CH:8]1[C:9](=[O:21])[N:10]([C:15]([C:16]([CH3:17])([CH3:18])[CH3:19])=[O:20])[CH2:11][CH2:12][CH2:13][CH2:14]1)(=[O:22])[N:62]1[CH2:61][CH2:60][N:59]([c:52]2[c:51]3[cH:50][cH:49][c:48]([Cl:47])[cH:57][c:56]3[n:55][c:54]([NH2:58])[cH:53]2)[CH2:64][CH2:63]1. The reactants are C([O-])(O)=O.[Na+] (sodium bicarbonate), ClC(Cl)(Cl)OC(OC(Cl)(Cl)Cl)=O (bis(trichloromethyl)carbonate), C1(CCC1)O (cyclobutanol), Cl.Cl.Cl.FC1=C(CC2=NC(=C3N2N=CC=C3)C3=NC(=C(C(=N3)N)N)N)C=CC=C1 (2-[7-(2-Fluorobenzyl)imidazo[1,5-b]pyridazin-5-yl]pyrimidine-4,5,6-triamine trihydrochloride). The solvent is N1=CC=CC=C1 (pyridine), N1=CC=CC=C1 (pyridine). Run at temperature 0 celsius, time 1 hour. Yields the product C(=O)O.NC1=NC(=NC(=C1NC(OC1CCC1)=O)N)C=1N=C(N2N=CC=CC21)CC2=C(C=CC=C2)F (Cyclobutyl {4,6-diamino-2-[7-(2-fluorobenzyl)imidazo[1,5-b]pyridazin-5-yl]pyrimidin-5-yl}carbamate formate). Reaction SMILES: ClC([O:5][C:6](=O)[O:7]C(Cl)(Cl)Cl)(Cl)Cl.[CH:13]1([OH:17])[CH2:16][CH2:15][CH2:14]1.Cl.Cl.Cl.[F:21][C:22]1[CH:46]=[CH:45][CH:44]=[CH:43][C:23]=1[CH2:24][C:25]1[N:29]2[N:30]=[CH:31][CH:32]=[CH:33][C:28]2=[C:27]([C:34]2[N:39]=[C:38]([NH2:40])[C:37]([NH2:41])=[C:36]([NH2:42])[N:35]=2)[N:26]=1.[C:47](=O)(O)[O-:48].[Na+]>N1C=CC=CC=1>[CH:6]([OH:7])=[O:5].[NH2:42][C:36]1[C:37]([NH:41][C:47](=[O:48])[O:17][CH:13]2[CH2:16][CH2:15][CH2:14]2)=[C:38]([NH2:40])[N:39]=[C:34]([C:27]2[N:26]=[C:25]([CH2:24][C:23]3[CH:43]=[CH:44][CH:45]=[CH:46][C:22]=3[F:21])[N:29]3[C:28]=2[CH:33]=[CH:32][CH:31]=[N:30]3)[N:35]=1 |f:2.3.4.5,6.7,9.10|. Reported procedure: 42 mg (0.14 mmol) of bis(trichloromethyl)carbonate were added to 27.3 mg (0.38 mmol) of cyclobutanol, and the mixture was cooled to 0° C. At this temperature, 31 μl (0.38 mmol) of pyridine were added slowly, and the mixture was then stirred at 20° C. for one hour. The mixture was then cooled again to 0° C., and a solution of 100 mg (0.25 mmol) of 2-[7-(2-fluorobenzyl)imidazo[1,5-b]pyridazin-5-yl]pyrimidine-4,5,6-triamine (Example 9A) in 1 ml of pyridine was added. The reaction mixture was stirre...